Task: describe an organic reaction: reactants, conditions, products, and yield. Dataset: the Open Reaction Database (ORD), a public repository of structured organic reaction records Starting materials: COC=1C=CC=2C(C3=CC=C(C(=C3OC2C1CC(=O)OCC1=CC=CC=C1)CNC([C@@H](NC([C@@H](NC([C@@H](NC(=O)OCC1C2=CC=CC=C2C=2C=CC=CC12)[C@@H](C)CC)=O)CC1=CC=C(C=C1)OC(C)(C)C)=O)C)=O)OC)(C)C (benzyl 3,6-dimethoxy-9,9-dimethyl-5-[(N-(9H-fluoren-9-ylmethoxycarbonyl)-L-iso-leucyl-O-tert-butyl-L-tyrosyl-L-alanyl)aminomethyl]xanthene-4-acetate), C(C)NCC (diethylamine). The solvent is CN(C=O)C (dimethylformamide). The product is COC=1C=CC=2C(C3=CC=C(C(=C3OC2C1CC(=O)OCC1=CC=CC=C1)CNC([C@@H](NC([C@@H](NC([C@@H](N)[C@@H](C)CC)=O)CC1=CC=C(C=C1)OC(C)(C)C)=O)C)=O)OC)(C)C (benzyl 3,6-dimethoxy-9,9-dimethyl-5-[(L-isoleucyl-O-tert-butyl-L-tyrosyl-L-alanyl)aminomethyl]xanthene-4-acetate). The yield is 85.3%. RXN SMILES: [CH3:1][O:2][C:3]1[CH:4]=[CH:5][C:6]2[C:7]([CH3:79])([CH3:78])[C:8]3[C:13]([O:14][C:15]=2[C:16]=1[CH2:17][C:18]([O:20][CH2:21][C:22]1[CH:27]=[CH:26][CH:25]=[CH:24][CH:23]=1)=[O:19])=[C:12]([CH2:28][NH:29][C:30](=[O:75])[C@H:31]([CH3:74])[NH:32][C:33](=[O:73])[C@H:34]([CH2:61][C:62]1[CH:67]=[CH:66][C:65]([O:68][C:69]([CH3:72])([CH3:71])[CH3:70])=[CH:64][CH:63]=1)[NH:35][C:36](=[O:60])[C@H:37]([C@H:56]([CH2:58][CH3:59])[CH3:57])[NH:38]C(OCC1C2C=CC=CC=2C2C1=CC=CC=2)=O)[C:11]([O:76][CH3:77])=[CH:10][CH:9]=3.C(NCC)C>CN(C)C=O>[CH3:1][O:2][C:3]1[CH:4]=[CH:5][C:6]2[C:7]([CH3:79])([CH3:78])[C:8]3[C:13]([O:14][C:15]=2[C:16]=1[CH2:17][C:18]([O:20][CH2:21][C:22]1[CH:23]=[CH:24][CH:25]=[CH:26][CH:27]=1)=[O:19])=[C:12]([CH2:28][NH:29][C:30](=[O:75])[C@H:31]([CH3:74])[NH:32][C:33](=[O:73])[C@H:34]([CH2:61][C:62]1[CH:67]=[CH:66][C:65]([O:68][C:69]([CH3:70])([CH3:71])[CH3:72])=[CH:64][CH:63]=1)[NH:35][C:36](=[O:60])[C@H:37]([C@H:56]([CH2:58][CH3:59])[CH3:57])[NH2:38])[C:11]([O:76][CH3:77])=[CH:10][CH:9]=3. Reported procedure: A solution of 0.74 g (0.73 mmol) of benzyl 3,6-dimethoxy-9,9-dimethyl-5-[(N-(9H-fluoren-9-ylmethoxycarbonyl)-L-iso-leucyl-O-tert-butyl-L-tyrosyl-L-alanyl)aminomethyl]xanthene-4-acetate in 7 ml of dimethylformamide was stirred at 0° for 1 hour in the presence of 0.7 ml of diethylamine. The reaction mixture was brought to dryness. The residue obtained was chromatographed over silica gel in chloroform/methanol, whereby 0.53 g of benzyl 3,6-dimethoxy-9,9-dimethyl-5-[(L-isoleucyl-O-tert-butyl-L-tyros... Starting materials: I(=O)(=O)(=O)[O-].[Na+] (sodium periodate), ClC1=CC=CC2=C1CNCCS2 (6-chloro-2,3,4,5-tetrahydro-1,4-benzothiazepine). Solvent: O (water), ClCCl (dichloromethane). Reaction conditions: time 19 hour. The product is ClC1=CC=CC2=C1CNCCS2=O (6-chloro-2,3,4,5-tetrahydro-1,4-benzothiazepine 1-oxide). As a reaction SMILES: I([O-])(=O)(=O)=[O:2].[Na+].[Cl:7][C:8]1[C:13]2[CH2:14][NH:15][CH2:16][CH2:17][S:18][C:12]=2[CH:11]=[CH:10][CH:9]=1>O.ClCCl>[Cl:7][C:8]1[C:13]2[CH2:14][NH:15][CH2:16][CH2:17][S:18](=[O:2])[C:12]=2[CH:11]=[CH:10][CH:9]=1 |f:0.1|. Procedure: A solution of sodium periodate (3.09 g) in water (25 ml) was added dropwise with cooling to a stirred solution of 6-chloro-2,3,4,5-tetrahydro-1,4-benzothiazepine (2.88 g, prepared in a similar manner to that described in the preceding paragraph) in dichloromethane (75 ml). The stirring was continued at room temperature for 19 hours. Solvent was removed from the mixture by evaporation at reduced pressure. Purification of the residue by flash chromatography using dichloromethane/ethanol (95:5) as ... Reactants: BrC1=CC=C(CC(CO)(CO)CC2=CC=C(C=C2)C(OCC)OCC)C=C1 (2-(4-Bromobenzyl)-2-[4-(diethoxymethyl)benzyl]-1,3-propanediol), C(C1=CC=CC=C1)Br (benzyl bromide), [H-].[Na+] (NaH). Solvent: CN(C)C=O (DMF). Conditions: temperature 70 celsius, time 14 hour. The product is C(C1=CC=CC=C1)OCC(CC1=CC=C(C=C1)C(OCC)OCC)(CC1=CC=C(C=C1)Br)COCC1=CC=CC=C1 (1-[3-(Benzyloxy)-2-[(benzyloxy)methyl]-2-(4-bromobenzyl)propyl]-4-(diethoxymethyl)benzene). As a reaction SMILES: [Br:1][C:2]1[CH:27]=[CH:26][C:5]([CH2:6][C:7]([CH2:12][C:13]2[CH:18]=[CH:17][C:16]([CH:19]([O:23][CH2:24][CH3:25])[O:20][CH2:21][CH3:22])=[CH:15][CH:14]=2)([CH2:10][OH:11])[CH2:8][OH:9])=[CH:4][CH:3]=1.[CH2:28](Br)[C:29]1[CH:34]=[CH:33][CH:32]=[CH:31][CH:30]=1.[H-].[Na+]>CN(C=O)C>[CH2:28]([O:9][CH2:8][C:7]([CH2:10][O:11][CH2:6][C:5]1[CH:26]=[CH:27][CH:2]=[CH:3][CH:4]=1)([CH2:6][C:5]1[CH:4]=[CH:3][C:2]([Br:1])=[CH:27][CH:26]=1)[CH2:12][C:13]1[CH:14]=[CH:15][C:16]([CH:19]([O:20][CH2:21][CH3:22])[O:23][CH2:24][CH3:25])=[CH:17][CH:18]=1)[C:29]1[CH:34]=[CH:33][CH:32]=[CH:31][CH:30]=1 |f:2.3|. Procedure: A mixture of 2-(4-Bromobenzyl)-2-[4-(diethoxymethyl)benzyl]-1,3-propanediol(3 g, crude), benzyl bromide (3 mL), and NaH (1.2 g, 60% in mineral oil) in 30 mL of DMF was stirred for 14 h at 70° C. The mixture was then quenched with 5 mL of MeOH followed by 50 mL of saturated NH4Cl and extracted with 200 mL of 2:1 hexane/EtOAc. The extract was dried over Na2SO4 and concentrated. The residue was purified by silica gel chromatography eluted with 15:1 hexane EtOAc containing 1% of Et3N to give 2.5 g o... Reactants: C(C)OC(C1=CC=C(C=C1)NC(C(C1CCCCC1)N1C(=NC2=C1C=C(C(=C2)F)F)C2=CC=C(C=C2)Cl)=O)=O (4-{2-[2-(4-chloro-phenyl)-5,6-difluoro-benzoimidazol-1-yl]-2-cyclohexyl-acetylamino}-benzoic acid ethyl ester), ClC1=CC=C(C=C1)C1=NC2=C(N1C(C(=O)NC[C@@H]1CC[C@H](CC1)C(=O)O)C1CCCCC1)C=CC(=C2)F ((−)-trans-4-({2-[2-(4-Chloro-phenyl)-5-fluoro-benzoimidazol-1-yl]-2-cyclohexyl-acetylamino}-methyl)-cyclohexanecarboxylic acid), ClC1=CC=C(C=C1)C1=NC2=C(N1C(C(=O)NC[C@@H]1CC[C@H](CC1)C(=O)O)C1CCCCC1)C=CC(=C2)F ((−)-trans-4-({2-[2-(4-Chloro-phenyl)-5-fluoro-benzoimidazol-1-yl]-2-cyclohexyl-acetylamino}-methyl)-cyclohexanecarboxylic acid), COC(C(C)(C)C1=CC(=C(C=C1)N)F)=O (2-(4-amino-3-fluoro-phenyl)-2-methyl-propionic acid methyl ester). The reagents and catalysts are CN(C1=CC=NC=C1)C (4-(dimethylamino)pyridine). Product: COC(C(C)(C)C1=CC(=C(C=C1)NC(C(C1CCCCC1)N1C(=NC2=C1C=C(C(=C2)F)F)C2=CC=C(C=C2)Cl)=O)F)=O (2-(4-{2-[2-(4-Chloro-phenyl)-5,6-difluoro-benzoimidazol-1-yl]-2-cyclohexyl-acetylamino}-3-fluoro-phenyl)-2-methyl-propionic acid methyl ester). As a reaction SMILES: C(OC(=O)C1C=CC(N[C:12](=[O:38])[CH:13]([N:20]2[C:24]3[CH:25]=[C:26]([F:30])[C:27]([F:29])=[CH:28][C:23]=3[N:22]=[C:21]2[C:31]2[CH:36]=[CH:35][C:34]([Cl:37])=[CH:33][CH:32]=2)[CH:14]2[CH2:19][CH2:18][CH2:17][CH2:16][CH2:15]2)=CC=1)C.ClC1C=CC(C2N(C(C3CCCCC3)C(NC[C@H]3CC[C@H](C(O)=O)CC3)=O)C3C=CC(F)=CC=3N=2)=CC=1.[CH3:77][O:78][C:79](=[O:91])[C:80]([C:83]1[CH:88]=[CH:87][C:86]([NH2:89])=[C:85]([F:90])[CH:84]=1)([CH3:82])[CH3:81]>CN(C)C1C=CN=CC=1>[CH3:77][O:78][C:79](=[O:91])[C:80]([C:83]1[CH:88]=[CH:87][C:86]([NH:89][C:12](=[O:38])[CH:13]([N:20]2[C:24]3[CH:25]=[C:26]([F:30])[C:27]([F:29])=[CH:28][C:23]=3[N:22]=[C:21]2[C:31]2[CH:32]=[CH:33][C:34]([Cl:37])=[CH:35][CH:36]=2)[CH:14]2[CH2:15][CH2:16][CH2:17][CH2:18][CH2:19]2)=[C:85]([F:90])[CH:84]=1)([CH3:82])[CH3:81]. Procedure: The title compound was synthesized in analogy to example 22, intermediate d, from [2-(4-chloro-phenyl)-5,6-difluoro-benzoimidazol-1-yl]-cyclohexyl-acetic acid (example 22, intermediate c), 2-(4-amino-3-fluoro-phenyl)-2-methyl-propionic acid methyl ester and using 4-(dimethylamino)pyridine as a base. The reactants are CCC(C)=O, [K+], [K+], O=C([O-])[O-], O=C1OC(CO)CN1c1ccc(O)cc1, Cc1ccc(S(=O)(=O)O)cc1, CC(O)CCO. Product: CC(O)CCOc1ccc(N2CC(CO)OC2=O)cc1. As a reaction SMILES: [CH3:39][C:40]([CH2:41][CH3:42])=[O:43].[K+:16].[K+:17].[O-:18][C:19]([O-:20])=[O:21].[OH:1][c:2]1[cH:3][cH:4][c:5]([N:8]2[C:9](=[O:15])[O:10][CH:11]([CH2:13][OH:14])[CH2:12]2)[cH:6][cH:7]1.[OH:22][S:23]([c:24]1[cH:25][cH:26][c:27]([CH3:28])[cH:29][cH:30]1)(=[O:31])=[O:32].[OH:33][CH:34]([CH2:35][CH2:36][OH:37])[CH3:38]>>[O:1]([c:2]1[cH:3][cH:4][c:5]([N:8]2[C:9](=[O:15])[O:10][CH:11]([CH2:13][OH:14])[CH2:12]2)[cH:6][cH:7]1)[CH2:36][CH2:35][CH:34]([OH:33])[CH3:38]. The product is CCc1noc(C)c1C(C)=NNc1ccccc1. RXN SMILES: [C:1]([CH3:2])(=[O:3])[c:4]1[c:5]([CH2:10][CH3:11])[n:6][o:7][c:8]1[CH3:9].[CH3:31][CH2:32][OH:33].[c:12]1([NH:18][NH2:19])[cH:13][cH:14][cH:15][cH:16][cH:17]1.[c:20]1([CH3:21])[c:22]([S:23]([OH:24])(=[O:25])=[O:26])[cH:27][cH:28][cH:29][cH:30]1>>[C:1]([CH3:2])([c:4]1[c:5]([CH2:10][CH3:11])[n:6][o:7][c:8]1[CH3:9])=[N:19][NH:18][c:12]1[cH:13][cH:14][cH:15][cH:16][cH:17]1. Starting materials: CCc1noc(C)c1C(C)=O, CCO, NNc1ccccc1, Cc1ccccc1S(=O)(=O)O. Reactants: C(#N)C=1C(=NC(=CC1)C)N=CN(C)C (N′-(3-Cyano-6-methyl-pyridin-2-yl)-N,N-dimethyl-formamidine), CC=1C=CC(=C(C1)N)SC1=CC=CC=C1 (5-Methyl-2-phenylsulfanyl-phenylamine). Solvent: C(C)(=O)O (acetic acid). The product is CC=1C=CC(=C(C1)NC=1C2=C(N=CN1)N=C(C=C2)C)SC2=CC=CC=C2 ((5-Methyl-2-phenylsulfanyl-phenyl)-(7-methyl-pyrido[2,3-d]pyrimidin-4-yl)-amine), hydrochloride salt. Reaction SMILES: [C:1]([C:3]1[C:4]([N:10]=[CH:11][N:12](C)C)=[N:5][C:6]([CH3:9])=[CH:7][CH:8]=1)#[N:2].[CH3:15][C:16]1[CH:17]=[CH:18][C:19]([S:23][C:24]2[CH:29]=[CH:28][CH:27]=[CH:26][CH:25]=2)=[C:20](N)[CH:21]=1>C(O)(=O)C>[CH3:15][C:16]1[CH:17]=[CH:18][C:19]([S:23][C:24]2[CH:25]=[CH:26][CH:27]=[CH:28][CH:29]=2)=[C:20]([NH:2][C:1]2[C:3]3[CH:8]=[CH:7][C:6]([CH3:9])=[N:5][C:4]=3[N:10]=[CH:11][N:12]=2)[CH:21]=1. Procedure details: To a solution of the product from Example 10B (90 mg, 0.517 mmol) and the product from Example 5I (122 mg, 0.569 mmol) in acetic acid (1 mL) was heated at 130° C. for 1 hour. The mixture was then allowed to cool to room temperature, the resulting solid collected and washed with methanol, then dissolved 50 mg of the material in dioxane (2 mL) and added hydrochloric acid followed by removal of the solvent under vacuum to provide the title compound as a hydrochloride salt. 1H NMR (300 MHz, DMSO-D6)...